This data is from the Open Reaction Database (ORD), a public repository of structured organic reaction records. The task is: describe an organic reaction: reactants, conditions, products, and yield Reactants: N#Cc1cc(Br)c2cc[nH]c2c1, CO, [Na+], [OH-], O, OO. Yields the product NC(=O)c1cc(Br)c2cc[nH]c2c1. As a reaction SMILES: [Br:1][c:2]1[c:3]2[cH:4][cH:5][nH:6][c:7]2[cH:8][c:9]([C:11]#[N:12])[cH:10]1.[CH3:18][OH:19].[Na+:16].[OH-:15].[OH2:17].[OH:13][OH:14]>>[Br:1][c:2]1[c:3]2[cH:4][cH:5][nH:6][c:7]2[cH:8][c:9]([C:11]([NH2:12])=[O:13])[cH:10]1.